Dataset: the Open Reaction Database (ORD), a public repository of structured organic reaction records. Task: describe an organic reaction: reactants, conditions, products, and yield The reactants are ClS(=O)(=O)O (chlorosulfonic acid), N1=CC=CC=C1 (pyridine), C(C)(C)(C)OC(=O)NC1C(N(C1(C)C)O)=O ((±)-3-[(t-butyloxycarbonyl)amino]-1-hydroxy-4,4-dimethyl-2-azetidinone), O (water). Reagents/catalysts: S(=O)(=O)(O)[O-].C(CCC)[N+](CCCC)(CCCC)CCCC (tetrabutylammonium hydrogen sulfate). The solvent is ClCCl (dichloromethane), ClCCl (dichloromethane). Conditions: temperature 25 celsius, time 10 minute. Yields the product C(CCC)[N+](CCCC)(CCCC)CCCC.S(=O)(=O)(ON1C(C(C1(C)C)NC(=O)OC(C)(C)C)=O)[O-] ((±)-3-[(t-Butyloxycarbonyl)amino]-4,4-dimethyl-2-oxo-1-azetidinyl sulfate, tetrabutylammonium salt). As a reaction SMILES: Cl[S:2]([OH:5])(=[O:4])=[O:3].[N:6]1[CH:11]=[CH:10][CH:9]=[CH:8][CH:7]=1.[C:12]([O:16][C:17]([NH:19][CH:20]1[C:23]([CH3:25])([CH3:24])[N:22]([OH:26])[C:21]1=[O:27])=[O:18])([CH3:15])([CH3:14])[CH3:13].O>ClCCl.S([O-])(O)(=O)=O.C([N+](CCCC)(CCCC)CCCC)CCC>[CH2:21]([N+:6]([CH2:7][CH2:13][CH2:12][CH3:14])([CH2:11][CH2:10][CH2:9][CH3:8])[CH2:25][CH2:23][CH2:20][CH3:21])[CH2:20][CH2:23][CH3:24].[S:2]([O-:5])([O:26][N:22]1[C:23]([CH3:25])([CH3:24])[CH:20]([NH:19][C:17]([O:16][C:12]([CH3:15])([CH3:14])[CH3:13])=[O:18])[C:21]1=[O:27])(=[O:4])=[O:3] |f:5.6,7.8|. Reported procedure: A solution of chlorosulfonic acid (12.27 g, 0.105 mole) in 210 ml of dichloromethane at -40° C. under argon was treated with 20.5 g (0.26 mole) of pyridine dropwise over 10 minutes. The mixture is stirred for 10 more minutes at 0° C. and 10 minutes at 25° C. A slurry of (±)-3-[(t-butyloxycarbonyl)amino]-1-hydroxy-4,4-dimethyl-2-azetidinone in 20 ml of dichloromethane was added and the mixture stirred at 25° C. for 3.5 hours. The nearly homogenous solution was then treated with 250 ml of water an... The reactants are CN(C)CCC(O)c1cccs1, CCOC(=O)N=NC(=O)OCC, C1CCOC1, Oc1cccc2c1OCO2, c1ccc(P(c2ccccc2)c2ccccc2)cc1. The product is CN(C)CCC(Oc1cccc2c1OCO2)c1cccs1. Reaction SMILES: [CH3:1][N:2]([CH2:3][CH2:4][CH:5]([OH:6])[c:7]1[s:8][cH:9][cH:10][cH:11]1)[CH3:12].[O:42]=[C:43]([O:44][CH2:45][CH3:46])[N:47]=[N:48][C:49]([O:50][CH2:51][CH3:52])=[O:53].[O:54]1[CH2:55][CH2:56][CH2:57][CH2:58]1.[OH:13][c:14]1[cH:15][cH:16][cH:17][c:18]2[c:22]1[O:21][CH2:20][O:19]2.[c:23]1([P:24]([c:25]2[cH:26][cH:27][cH:28][cH:29][cH:30]2)[c:31]2[cH:32][cH:33][cH:34][cH:35][cH:36]2)[cH:37][cH:38][cH:39][cH:40][cH:41]1>>[CH3:1][N:2]([CH2:3][CH2:4][CH:5]([O:6][c:14]1[cH:15][cH:16][cH:17][c:18]2[c:22]1[O:21][CH2:20][O:19]2)[c:7]1[s:8][cH:9][cH:10][cH:11]1)[CH3:12]. Starting materials: C(C)(C)(C)OC(=O)N1CCN(CC1)C1=C(C(N(C2=CC=CC=C12)CC1=CC=C(C=C1)F)=O)C#N (4-[3-Cyano-1-(4-fluoro-benzyl)-2-oxo-1,2-dihydro-quinolin-4-yl]-piperazine-1-carboxylic acid tert-butyl ester), Cl (HCl). Solvent: O1CCOCC1 (1,4-dioxane), O1CCOCC1 (dioxane). Run at time 24 hour. Yields the product Cl.FC1=CC=C(CN2C(C(=C(C3=CC=CC=C23)N2CCNCC2)C#N)=O)C=C1 (1-(4-Fluoro-benzyl)-2-oxo-4-piperazin-1-yl-1,2-dihydro-quinoline-3-carbonitrile hydrochloride salt). RXN SMILES: C(OC([N:8]1[CH2:13][CH2:12][N:11]([C:14]2[C:23]3[C:18](=[CH:19][CH:20]=[CH:21][CH:22]=3)[N:17]([CH2:24][C:25]3[CH:30]=[CH:29][C:28]([F:31])=[CH:27][CH:26]=3)[C:16](=[O:32])[C:15]=2[C:33]#[N:34])[CH2:10][CH2:9]1)=O)(C)(C)C.[ClH:35]>O1CCOCC1>[ClH:35].[F:31][C:28]1[CH:27]=[CH:26][C:25]([CH2:24][N:17]2[C:18]3[C:23](=[CH:22][CH:21]=[CH:20][CH:19]=3)[C:14]([N:11]3[CH2:10][CH2:9][NH:8][CH2:13][CH2:12]3)=[C:15]([C:33]#[N:34])[C:16]2=[O:32])=[CH:30][CH:29]=1 |f:3.4|. Procedure details: To a solution of 4-[3-Cyano-1-(4-fluoro-benzyl)-2-oxo-1,2-dihydro-quinolin-4-yl]-piperazine-1-carboxylic acid tert-butyl ester (0.250 g, 0.54 mmole) in 1,4-dioxane (2mL) was treated with 4N HCl in dioxane (5.0 ml). Reaction stirred for 24 h before concentrating to residue and triturating with diethyl ether to afford 1-(4-Fluoro-benzyl)-2-oxo-4-piperazin-1-yl-1,2-dihydro-quinoline-3-carbonitrile hydrochloride salt as a yellow solid (0.195 g, quantitative yield, calc M+H 363, obs M+H 363). Starting materials: BrC=1C=C2C(CCSC2=CC1)O[Si](C)(C)C(C)(C)C ((6-bromo-thiochroman-4-yl-oxy)-tert-butyl-dimethyl-silane), [Li]CCCC (nBuLi), CN(S(=O)(=O)N1C(=NC=C1C=O)[Si](C)(C)C(C)(C)C)C (2-(tert-butyl-dimethyl-silanyl)-5-formyl-imidazole-1-sulfonic acid dimethylamide). Run in C1CCOC1 (THF). Yields the product CN(S(=O)(=O)N1C(=NC=C1C(O)C=1C=C2C(CCSC2=CC1)O[Si](C)(C)C(C)(C)C)[Si](C)(C)C(C)(C)C)C (2-(tert-butyl-dimethyl-silanyl)-5-{[4-(tert-butyl-dimethyl-silanyloxy)-thiochroman-6-yl]-hydroxy-methyl}-imidazole-1-sulfonic acid dimethylamide). Reaction SMILES: Br[C:2]1[CH:3]=[C:4]2[C:9](=[CH:10][CH:11]=1)[S:8][CH2:7][CH2:6][CH:5]2[O:12][Si:13]([C:16]([CH3:19])([CH3:18])[CH3:17])([CH3:15])[CH3:14].[Li]CCCC.[CH3:25][N:26]([CH3:44])[S:27]([N:30]1[C:34]([CH:35]=[O:36])=[CH:33][N:32]=[C:31]1[Si:37]([C:40]([CH3:43])([CH3:42])[CH3:41])([CH3:39])[CH3:38])(=[O:29])=[O:28]>C1COCC1>[CH3:25][N:26]([CH3:44])[S:27]([N:30]1[C:34]([CH:35]([C:2]2[CH:3]=[C:4]3[C:9](=[CH:10][CH:11]=2)[S:8][CH2:7][CH2:6][CH:5]3[O:12][Si:13]([C:16]([CH3:19])([CH3:18])[CH3:17])([CH3:15])[CH3:14])[OH:36])=[CH:33][N:32]=[C:31]1[Si:37]([C:40]([CH3:42])([CH3:41])[CH3:43])([CH3:39])[CH3:38])(=[O:28])=[O:29]. Reported procedure: A solution of (6-bromo-thiochroman-4-yl-oxy)-tert-butyl-dimethyl-silane (Intermediate-K3) (2.74 g, 7.64 mmol) in TH F (30 mL) was treated with nBuLi (3.1 mL of a 2.5 M soln) at −78° C. for 30 m. A solution of 2-(tert-butyl-dimethyl-silanyl)-5-formyl-imidazole-1-sulfonic acid dimethylamide (see the General Method above, Intermediate K1) (2.42 g, 7.63 mmol) in THF (10 mL) was added via cannula. After 15 m, the reaction mixture was allowed to warm to rt for 16 h. The mixture was quenched with water... Reactants: BrC1=CC=C(O1)C1=NC=2C(=NC=CC2)N1CC(=O)O (2-(5-bromo-2-furanyl)-3H-imidazo[4,5-b]pyridine-3-acetic acid), C(=O)(N1C=NC=C1)N1C=NC=C1 (1,1'-carbonyldiimidazole), CNC (dimethylamine), solution. The solvent is O1CCCC1 (tetrahydrofuran), O1CCCC1 (tetrahydrofuran). Reaction conditions: time 2 hour. Product: O.BrC1=CC=C(O1)C1=NC=2C(=NC=CC2)N1CC(=O)N(C)C (2-(5-Bromo-2-furanyl)-N,N-dimethyl-3H-imidazo[4,5-b]pyridine-3-acetamide hydrate). Yield: 111.0%. As a reaction SMILES: [Br:1][C:2]1[O:6][C:5]([C:7]2[N:15]([CH2:16][C:17]([OH:19])=O)[C:10]3=[N:11][CH:12]=[CH:13][CH:14]=[C:9]3[N:8]=2)=[CH:4][CH:3]=1.[C:20](N1C=CN=C1)([N:22]1C=CN=[CH:23]1)=O.CNC>O1CCCC1>[OH2:6].[Br:1][C:2]1[O:6][C:5]([C:7]2[N:15]([CH2:16][C:17]([N:22]([CH3:23])[CH3:20])=[O:19])[C:10]3=[N:11][CH:12]=[CH:13][CH:14]=[C:9]3[N:8]=2)=[CH:4][CH:3]=1 |f:4.5|. Reported procedure: A suspension of 2-(5-bromo-2-furanyl)-3H-imidazo[4,5-b]pyridine-3-acetic acid (5.0 g, 0.0155 mole), and 1,1'-carbonyldiimidazole (2.52 g, 0.0155 mole) in dry tetrahydrofuran (100 ml) was stirred at room temperature for two hours with a stream of nitrogen bubbling through it. A solution of dimethylamine in tetrahydrofuran (40.6 ml of a 2.29M solution, 0.093 mole) was added, and the resulting solution was heated at 45° C. overnight under a nitrogen atmosphere. The reaction mixture was evaporated t...